This data is from the Open Reaction Database (ORD), a public repository of structured organic reaction records. The task is: describe an organic reaction: reactants, conditions, products, and yield Reactants: IC (iodomethane), S1C(=CC=C1)S(=O)(=O)N1C[C@@H](N(CC1)C1=CC=C(C=C1)C(C(F)(F)F)(C)O)CN1C2COCC1CC(C2)O (9-(((2S)-4-(2-thiophenylsulfonyl)-1-(4-(2,2,2-trifluoro-1-hydroxy-1-methylethyl)phenyl)-2-piperazinyl)methyl)-3-oxa-9-azabicyclo[3.3.1]nonan-7-ol), C1CCOC1 (THF), [H-].[Na+] (Sodium hydride). The solvent is CO (MeOH). Run at time 20 minute. Product: FC(C(C)(O)C1=CC=C(C=C1)N1[C@H](CN(CC1)S(=O)(=O)C=1SC=CC1)CN1[C@H]2COC[C@@H]1CC(C2)OC)(F)F (1,1,1-trifluoro-2-(4-((2S)-2-(((1R,5S)-7-methoxy-3-oxa-9-azabicyclo[3.3.1]non-9-yl)methyl)-4-(2-thiophenylsulfonyl)-1-piperazinyl)phenyl)-2-propanol). As a reaction SMILES: [S:1]1[CH:5]=[CH:4][CH:3]=[C:2]1[S:6]([N:9]1[CH2:14][CH2:13][N:12]([C:15]2[CH:20]=[CH:19][C:18]([C:21]([OH:27])([CH3:26])[C:22]([F:25])([F:24])[F:23])=[CH:17][CH:16]=2)[C@@H:11]([CH2:28][N:29]2[CH:34]3[CH2:35][CH:36]([OH:38])[CH2:37][CH:30]2[CH2:31][O:32][CH2:33]3)[CH2:10]1)(=[O:8])=[O:7].[CH2:39]1COCC1.[H-].[Na+].IC>CO>[F:23][C:22]([F:25])([F:24])[C:21]([C:18]1[CH:19]=[CH:20][C:15]([N:12]2[CH2:13][CH2:14][N:9]([S:6]([C:2]3[S:1][CH:5]=[CH:4][CH:3]=3)(=[O:7])=[O:8])[CH2:10][C@@H:11]2[CH2:28][N:29]2[C@H:30]3[CH2:37][CH:36]([O:38][CH3:39])[CH2:35][C@@H:34]2[CH2:33][O:32][CH2:31]3)=[CH:16][CH:17]=1)([OH:27])[CH3:26] |f:2.3|. Reported procedure: A 25-mL round-bottomed flask was charged with 9-(((2S)-4-(2-thiophenylsulfonyl)-1-(4-(2,2,2-trifluoro-1-hydroxy-1-methylethyl)phenyl)-2-piperazinyl)methyl)-3-oxa-9-azabicyclo[3.3.1]nonan-7-ol (endo) (50 mg, 0.087 mmol, Example 107) and THF (3 mL). Sodium hydride (60% dispersion in mineral oil, 34.7 mg, 0.869 mmol, Sigma-Aldrich, St. Louis, Mo.) was added at room temperature. After gas evolution had ceased iodomethane (0.054 mL, 0.87 mmol, Sigma-Aldrich, St. Louis, Mo.) was added. The reaction wa... Reactants: N(=[N+]=[N-])CC=1C=C(C=CC1)C1=NNC(=N1)C1=CC=C(C=C1)OC (3-(3-azidomethyl-phenyl)-5-(4-methoxy-phenyl)-1H-[1,2,4]triazole), C1(=CC=CC=C1)P(C1=CC=CC=C1)C1=CC=CC=C1 (triphenyl phosphine), O (water), Cl.CCOCC (HCl ether). Solvent: C(C)#N (acetonitrile). Conditions: time 30 minute. Product: Cl.COC1=CC=C(C=C1)C1=NC(=NN1)C=1C=C(CN)C=CC1 (3-[5-(4-Methoxy-phenyl)-1H-[1,2,4]triazol-3-yl]-benzylamine hydrochloride). Isolated yield 69.1%. As a reaction SMILES: [N:1]([CH2:4][C:5]1[CH:6]=[C:7]([C:11]2[N:15]=[C:14]([C:16]3[CH:21]=[CH:20][C:19]([O:22][CH3:23])=[CH:18][CH:17]=3)[NH:13][N:12]=2)[CH:8]=[CH:9][CH:10]=1)=[N+]=[N-].C1(P(C2C=CC=CC=2)C2C=CC=CC=2)C=CC=CC=1.O.[ClH:44].CCOCC>C(#N)C>[ClH:44].[CH3:23][O:22][C:19]1[CH:18]=[CH:17][C:16]([C:14]2[NH:13][N:12]=[C:11]([C:7]3[CH:6]=[C:5]([CH:10]=[CH:9][CH:8]=3)[CH2:4][NH2:1])[N:15]=2)=[CH:21][CH:20]=1 |f:3.4,6.7|. Reported procedure: A solution of 3-(3-azidomethyl-phenyl)-5-(4-methoxy-phenyl)-1H-[1,2,4]triazole (980 mg, 3.2 mmol) in acetonitrile (40 ml) was treated with triphenyl phosphine (839 mg, 3.2 mmol) and water (288 mg, 16 mmol) at 20° C. for 20 min, then for 30 min. at 60° C. Upon cooling the product mixture was filtered, the solvent was evaporated and the residue chromatographed over 20 g SiO2 (Merck 230-400 mesh) with CH2Cl2-MeOH (2M NH3) 97:3 affording a solid after evaporation of the solvent. This material was di...